This data is from the Open Reaction Database (ORD), a public repository of structured organic reaction records. The task is: describe an organic reaction: reactants, conditions, products, and yield Starting materials: twenty, O1COC2=C1C=CC(=C2)C=2C(=NOC2NS(=O)(=O)C2=CC=C(C=C2)C(C)(C)C)OCCOC2=NC=C(C=N2)Br (N-(4-(1,3-benzodioxol-5-yl)-3-{2-[(5-bromo-2-pyrimidinyl)oxy]ethoxy}-5-isoxazolyl)-4-(tert-butyl)benzene-sulfonamide), CO (methanol). Conditions: time 2 day. The product is O1COC2=C1C=CC(=C2)C=2C(=NOC2NS(=O)(=O)C2=C(C=CC=C2)C(CO)(C)C)OCCOC2=NC=C(C=N2)Br (N-(4-(1.3-benzodioxol-5-yl)-3-{2-[(5-bromo-2-pyrimidinyl)oxyl]ethoxy}-5-isoxazolyl)-(2-hydroxy-1,1-dimethylethyl)benzenesulfonamide). As a reaction SMILES: O1[C:5]2[CH:6]=[CH:7][C:8]([C:10]3[C:11]([O:29][CH2:30][CH2:31][O:32][C:33]4[N:38]=[CH:37][C:36]([Br:39])=[CH:35][N:34]=4)=[N:12][O:13][C:14]=3[NH:15][S:16]([C:19]3[CH:24]=[CH:23][C:22](C(C)(C)C)=[CH:21][CH:20]=3)(=[O:18])=[O:17])=[CH:9][C:4]=2[O:3]C1.[CH3:40][OH:41]>>[O:41]1[C:5]2[CH:6]=[CH:7][C:8]([C:10]3[C:11]([O:29][CH2:30][CH2:31][O:32][C:33]4[N:38]=[CH:37][C:36]([Br:39])=[CH:35][N:34]=4)=[N:12][O:13][C:14]=3[NH:15][S:16]([C:19]3[CH:24]=[CH:23][CH:22]=[CH:21][C:20]=3[C:10]([CH3:11])([CH3:8])[CH2:14][OH:13])(=[O:17])=[O:18])=[CH:9][C:4]=2[O:3][CH2:40]1. Procedure: Amycolata autotrophica ATCC35203 maintained on a quarter strength ATCC172 agar slope was inoculated as a loopful of spores into a 300 ml Erlenmeyer flasks each containing 50 ml of MY inoculum medium. This was allowed to incubate for 2 days at 28° C., 200 rpm on an Infors Multitron™ Shaker with 1 ″ throw. Two mLs of this inoculum was then transferred to each of twenty 300 ml Erlenmeyer flask containing 50 ml of MY production medium and incubated under the same conditions for a further 24 hours. A...